This data is from the Open Reaction Database (ORD), a public repository of structured organic reaction records. The task is: describe an organic reaction: reactants, conditions, products, and yield Starting materials: C(C)OCC (diethyl ether), Cl (hydrochloric acid), C(CCC)C=1N(C(=CN1)CC(C(=O)O)CC1=CC=CC=C1)CC1=C(C=CC=C1)Cl (3-[2-n-butyl-1-{(2-chlorophenyl)methyl}-1H-imidazol-5-yl]-2-benzylpropanoic acid). Solvent: CO (methanol). Run at time 48 hour. Yields the product C(CCC)C=1N(C(=CN1)CC(C(=O)OC)CC1=CC=CC=C1)CC1=C(C=CC=C1)Cl (Methyl 3-[2-n-Butyl-1-{(2-chlorophenyl)methyl}-1H-imidazol-5-yl]-2-benzylpropanoate). The yield is 90.0%. Reaction SMILES: [CH2:1]([C:5]1[N:6]([CH2:22][C:23]2[CH:28]=[CH:27][CH:26]=[CH:25][C:24]=2[Cl:29])[C:7]([CH2:10][CH:11]([CH2:15][C:16]2[CH:21]=[CH:20][CH:19]=[CH:18][CH:17]=2)[C:12]([OH:14])=[O:13])=[CH:8][N:9]=1)[CH2:2][CH2:3][CH3:4].[CH2:30](OCC)C.Cl>CO>[CH2:1]([C:5]1[N:6]([CH2:22][C:23]2[CH:28]=[CH:27][CH:26]=[CH:25][C:24]=2[Cl:29])[C:7]([CH2:10][CH:11]([CH2:15][C:16]2[CH:21]=[CH:20][CH:19]=[CH:18][CH:17]=2)[C:12]([O:14][CH3:30])=[O:13])=[CH:8][N:9]=1)[CH2:2][CH2:3][CH3:4]. Procedure details: A solution of 3-[2-n-butyl-1-{(2-chlorophenyl)methyl}-1H-imidazol-5-yl]-2-benzylpropanoic acid [Example 8] (0.5 g) was dissolved in methanol (100 mL) and treated with excess diethyl ether saturated with dry hydrochloric acid. The mixture was kept at 25° C. for 48 hours. The solvents were evaporated, the residue dissolved in a small amount of methanol. Crystallization was induced with diethyl ether. The solid was collected, washed with diethyl ether, and dried to afford 0.47 g (90%) of the title ... The reactants are CCOC(=O)c1sc(SC)c2c1CCC(Br)C2=O, CN(C)C=O, [N-]=[N+]=[N-], [Na+], O. The product is CCOC(=O)c1sc(SC)c2c1CCC(N=[N+]=[N-])C2=O. RXN SMILES: [Br:1][CH:2]1[C:3](=[O:18])[c:4]2[c:5]([c:6]([C:11](=[O:12])[O:13][CH2:14][CH3:15])[s:7][c:8]2[S:9][CH3:10])[CH2:16][CH2:17]1.[CH3:23][N:24]([CH3:25])[CH:26]=[O:27].[N-:20]=[N+:21]=[N-:22].[Na+:19].[OH2:28]>>[CH:2]1([N:20]=[N+:21]=[N-:22])[C:3](=[O:18])[c:4]2[c:5]([c:6]([C:11](=[O:12])[O:13][CH2:14][CH3:15])[s:7][c:8]2[S:9][CH3:10])[CH2:16][CH2:17]1. Starting materials: 9, C(C)(C)(C)OC(=O)N(C(=O)OC(C)(C)C)CC1=C2N=C(C(=NC2=CC(=C1)[N+](=O)[O-])OC)OC (5-[di-(tert-butoxycarbonyl)amino]methyl-7-nitro-2,3-dimethoxyquinoxaline). Solvent: FC(C(=O)O)(F)F (trifluoroacetic acid). Reaction conditions: time 1 hour. Product: NCC1=C2N=C(C(=NC2=CC(=C1)[N+](=O)[O-])OC)OC (5-Aminomethyl-7-nitro-2,3-dimethoxyquinoxaline). Reaction SMILES: C(OC([N:8]([CH2:16][C:17]1[CH:26]=[C:25]([N+:27]([O-:29])=[O:28])[CH:24]=[C:23]2[C:18]=1[N:19]=[C:20]([O:32][CH3:33])[C:21]([O:30][CH3:31])=[N:22]2)C(OC(C)(C)C)=O)=O)(C)(C)C>FC(F)(F)C(O)=O>[NH2:8][CH2:16][C:17]1[CH:26]=[C:25]([N+:27]([O-:29])=[O:28])[CH:24]=[C:23]2[C:18]=1[N:19]=[C:20]([O:32][CH3:33])[C:21]([O:30][CH3:31])=[N:22]2. Reported procedure: 13.8 9 (29.7 mmol) of 5-[di-(tert-butoxycarbonyl)amino]methyl-7-nitro-2,3-dimethoxyquinoxaline are stirred at room temperature for 8 hours in 60 ml of trifluoroacetic acid. The reaction mixture is concentrated under reduced pressure and the red oil is well stirred at 0° for one hour with 1N potassium carbonate. The yellow crystals are filtered off, washed with 100 ml of water and 100 ml of a 1:1 mixture of ethyl acetate and hexane, and dried.